From a dataset of the Open Reaction Database (ORD), a public repository of structured organic reaction records. describe an organic reaction: reactants, conditions, products, and yield The reactants are SCc1ccccc1, CC#N, O=[N+]([O-])c1cccnc1Cl, [K+], [K+], O=C([O-])[O-]. The product is O=[N+]([O-])c1cccnc1Cc1ccccc1. RXN SMILES: [CH2:1]([c:2]1[cH:3][cH:4][cH:5][cH:6][cH:7]1)[SH:8].[CH3:25][C:26]#[N:27].[Cl:15][c:16]1[n:17][cH:18][cH:19][cH:20][c:21]1[N+:22](=[O:23])[O-:24].[K+:10].[K+:9].[O-:11][C:12]([O-:13])=[O:14]>>[CH2:1]([c:2]1[cH:3][cH:4][cH:5][cH:6][cH:7]1)[c:16]1[n:17][cH:18][cH:19][cH:20][c:21]1[N+:22](=[O:23])[O-:24]. The reactants are C1(CC1)N1N=C2C=CC(=CC2=C1C)N1C(C=C(C=C1)O)=O (1-(2-cyclopropyl-3-methyl-2H-indazol-5-yl)-4-hydroxypyridin-2(1H)-one), ClCC=1N=C(SC1)C(F)(F)F (4-(chloromethyl)-2-(trifluoromethyl)thiazole), C([O-])([O-])=O.[K+].[K+] (potassium carbonate). The solvent is C(C)(=O)OCC (ethyl acetate), CN(C)C=O (DMF). Run at time 8 hour. The product is C1(CC1)N1N=C2C=CC(=CC2=C1C)N1C(C=C(C=C1)OCC=1N=C(SC1)C(F)(F)F)=O (1-(2-cyclopropyl-3-methyl-2H-indazol-5-yl)-4-{[2-(trifluoromethyl)-1,3-thiazol-4-yl]methoxy}pyridin-2(1H)-one). Isolated yield 44.4%. RXN SMILES: [CH:1]1([N:4]2[C:12]([CH3:13])=[C:11]3[C:6]([CH:7]=[CH:8][C:9]([N:14]4[CH:19]=[CH:18][C:17]([OH:20])=[CH:16][C:15]4=[O:21])=[CH:10]3)=[N:5]2)[CH2:3][CH2:2]1.Cl[CH2:23][C:24]1[N:25]=[C:26]([C:29]([F:32])([F:31])[F:30])[S:27][CH:28]=1.C(=O)([O-])[O-].[K+].[K+]>CN(C=O)C.C(OCC)(=O)C>[CH:1]1([N:4]2[C:12]([CH3:13])=[C:11]3[C:6]([CH:7]=[CH:8][C:9]([N:14]4[CH:19]=[CH:18][C:17]([O:20][CH2:23][C:24]5[N:25]=[C:26]([C:29]([F:32])([F:31])[F:30])[S:27][CH:28]=5)=[CH:16][C:15]4=[O:21])=[CH:10]3)=[N:5]2)[CH2:2][CH2:3]1 |f:2.3.4|. Reported procedure: To a mixture of 1-(2-cyclopropyl-3-methyl-2H-indazol-5-yl)-4-hydroxypyridin-2(1H)-one (200 mg) and 4-(chloromethyl)-2-(trifluoromethyl)thiazole (172 mg) in DMF (4 ml) was added potassium carbonate (118 mg) at room temperature, and the mixture was stirred at the same temperature overnight. The reaction mixture was diluted with ethyl acetate, washed with water and saturated brine, dried over anhydrous magnesium sulfate, and concentrated under reduced pressure. The residue was fractionated by HPLC ... Reactants: [Cl-].ClC(Cl)=[N+](C)C (dichloromethylenedimethylammonium chloride), C(=O)(Cl)Cl (phosgene), C(=O)(Cl)Cl (phosgene), C1(CCCCC1)NS(O)(=O)=O (cyclohexylsulfamic acid). The solvent is ClCCCl (1,2-dichloroethane). The product is C1(CCCCC1)NS(=O)(=O)Cl (cyclohexylsulfamic acid chloride). Isolated yield 68.0%. Reaction SMILES: [Cl-].[Cl:2]C(=[N+](C)C)Cl.C(Cl)(Cl)=O.[CH:12]1([NH:18][S:19](=[O:22])(=O)[OH:20])[CH2:17][CH2:16][CH2:15][CH2:14][CH2:13]1>ClCCCl>[CH:12]1([NH:18][S:19]([Cl:2])(=[O:22])=[O:20])[CH2:17][CH2:16][CH2:15][CH2:14][CH2:13]1 |f:0.1|. Reported procedure: 15 parts of dichloromethylenedimethylammonium chloride, suspended in 540 parts of 1,2-dichloroethane, are saturated with 40 parts of phosgene at 35° C, whilst stirring. 89.6 parts of cyclohexylsulfamic acid are now added and a further 550 parts of phosgene are then introduced in the course of 15 hours at 83° C, whilst stirring. After removing excess phosgene, and the solvent, under reduced pressure, 67.2 parts (68% of theory) of cyclohexylsulfamic acid chloride of boiling point 100°-114° C/0.01 ... Reactants: COC(=O)CC(=O)OC, C1CCNCC1, COc1ccc(C=O)c([N+](=O)[O-])c1, CC(=O)O, CO. Yields the product COC(=O)C(=Cc1ccc(OC)cc1[N+](=O)[O-])C(=O)OC. RXN SMILES: [C:14]([CH2:15][C:16](=[O:17])[O:18][CH3:19])(=[O:20])[O:21][CH3:22].[CH2:23]1[CH2:24][CH2:25][NH:26][CH2:27][CH2:28]1.[CH3:1][O:2][c:3]1[cH:4][c:5]([N+:11](=[O:12])[O-:13])[c:6]([CH:7]=[O:8])[cH:9][cH:10]1.[CH3:29][C:30](=[O:31])[OH:32].[CH3:33][OH:34]>>[CH3:1][O:2][c:3]1[cH:4][c:5]([N+:11](=[O:12])[O-:13])[c:6]([CH:7]=[C:15]([C:14](=[O:20])[O:21][CH3:22])[C:16](=[O:17])[O:18][CH3:19])[cH:9][cH:10]1. Starting materials: C(C)(C)(C)OC(=O)N1CCN(CC1)C=1C(N(N=C(C1C)C1=CC(=C(C=C1)F)F)CC(C)C)=O (4-(4-tert-butoxycarbonyl-1-piperazinyl)-methyl-6-(3,4-difluorophenyl)-2-isobutyl-2H-pyridazin-3-one), C(=O)(O)C=1C(N(N=C(C1)C1=C(C=C(C=C1)F)F)CC(C)C)=O (4-carboxy-6-(2,4-difluorophenyl)-2-isobutyl-2H-pyridazin-3-one). Product: FC1=C(C=CC(=C1)F)C=1C=C(C(N(N1)CC(C)C)=O)CO (6-(2,4-difluorophenyl)-4-hydroxymethyl-2-isobutyl-2H-pyridazin-3-one). Isolated yield 45.0%. Reaction SMILES: C(OC(N1CCN(C2C(=O)N(CC(C)C)N=C(C3C=CC(F)=C(F)C=3)C=2C)CC1)=O)(C)(C)C.[C:34]([C:37]1[C:38](=[O:55])[N:39]([CH2:51][CH:52]([CH3:54])[CH3:53])[N:40]=[C:41]([C:43]2[CH:48]=[CH:47][C:46]([F:49])=[CH:45][C:44]=2[F:50])[CH:42]=1)(O)=[O:35]>>[F:50][C:44]1[CH:45]=[C:46]([F:49])[CH:47]=[CH:48][C:43]=1[C:41]1[CH:42]=[C:37]([CH2:34][OH:35])[C:38](=[O:55])[N:39]([CH2:51][CH:52]([CH3:53])[CH3:54])[N:40]=1. Procedure: Following the procedure of Example 1 (8), 4-carboxy-6-(2,4-difluorophenyl)-2-isobutyl-2H-pyridazin-3-one was reacted to yield the title compound as a pale yellow oil (yield: 45.0%). Starting materials: COCCOCOC=1C=C(C=O)C=CC1OCOCCOC (3,4-di(2-methoxyethoxymethoxy)benzaldehyde), ClC1=CC(=CC=C1)C(=O)OO (m-chloroperbenzoic acid). Solvent: C(Cl)Cl (methylene chloride). Yields the product C(=O)OC1=CC(=C(C=C1)OCOCCOC)OCOCCOC (O-formyl-3,4-di(2-methoxyethoxymethoxy)phenol). Isolated yield 86.0%. As a reaction SMILES: [CH3:1][O:2][CH2:3][CH2:4][O:5][CH2:6][O:7][C:8]1[CH:9]=[C:10]([CH:13]=[CH:14][C:15]=1[O:16][CH2:17][O:18][CH2:19][CH2:20][O:21][CH3:22])C=O.ClC1C=CC=C([C:30]([O:32]O)=[O:31])C=1>C(Cl)Cl>[CH:30]([O:32][C:10]1[CH:13]=[CH:14][C:15]([O:16][CH2:17][O:18][CH2:19][CH2:20][O:21][CH3:22])=[C:8]([O:7][CH2:6][O:5][CH2:4][CH2:3][O:2][CH3:1])[CH:9]=1)=[O:31]. Procedure: 5.4 g (17 mmol) of 3,4-di(2-methoxyethoxymethoxy)benzaldehyde was dissolved in 216 ml of methylene chloride, and 80% m-chloroperbenzoic acid was added thereto. The mixture was refluxed at a boiling point for 20 hours. The reaction solution was washed with a sodium bicarbonate aqueous solution and with a saturated sodium chloride aqueous solution and then dried. The solvent was distilled off under reduced pressure to obtain 4.85 g (yield: 86%) of O-formyl-3,4-di(2-methoxyethoxymethoxy)phenol. The... Yields the product CC(NC(=O)Cc1cc(F)cc(F)c1)C(=O)NC1N=C(c2ccccc2)c2ccccc2N(CC2CC2)C1=O. The reactants are O=C(O)Cc1cc(F)cc(F)c1, CC(N)C(=O)NC1N=C(c2ccccc2)c2ccccc2N(CC2CC2)C1=O. RXN SMILES: [F:1][c:2]1[cH:3][c:4]([CH2:9][C:10](=[O:11])[OH:12])[cH:5][c:6]([F:8])[cH:7]1.[NH2:13][CH:14]([CH3:15])[C:16](=[O:17])[NH:18][CH:19]1[C:20](=[O:40])[N:21]([CH2:36][CH:37]2[CH2:38][CH2:39]2)[c:22]2[c:23]([cH:32][cH:33][cH:34][cH:35]2)[C:24]([c:26]2[cH:27][cH:28][cH:29][cH:30][cH:31]2)=[N:25]1>>[F:1][c:2]1[cH:3][c:4]([CH2:9][C:10](=[O:12])[NH:13][CH:14]([CH3:15])[C:16](=[O:17])[NH:18][CH:19]2[C:20](=[O:40])[N:21]([CH2:36][CH:37]3[CH2:38][CH2:39]3)[c:22]3[c:23]([cH:32][cH:33][cH:34][cH:35]3)[C:24]([c:26]3[cH:27][cH:28][cH:29][cH:30][cH:31]3)=[N:25]2)[cH:5][c:6]([F:8])[cH:7]1. Reactants: O(C1=CC=CC=C1)CCOC(=O)C=1C(C(=C(NC1C)C)C(=O)OC(C)C)C1=CC(=CC=C1)[N+](=O)[O-] (2,6-dimethyl-3-isopropoxycarbonyl-4-(3'-nitrophenyl)-1,4-dihydropyridine-5-carboxylic acid 2-phenoxyethyl ester). Solvent: C(C)O (ethanol), C(C)O (ethanol). Yields the product 3'-nitrobenzylideneacetoacetic acid isopropyl ester, O(C1=CC=CC=C1)CCOC(\C=C(\C)/N)=O (β-aminocrotonic acid 2-phenoxyethyl ester). The yield is 70.0%. Reaction SMILES: [O:1]([CH2:8][CH2:9][O:10][C:11]([C:13]1C(C2C=CC=C([N+]([O-])=O)C=2)C(C(OC(C)C)=O)=C(C)[NH:17][C:18]=1[CH3:19])=[O:12])[C:2]1[CH:7]=[CH:6][CH:5]=[CH:4][CH:3]=1>C(O)C>[O:1]([CH2:8][CH2:9][O:10][C:11](=[O:12])/[CH:13]=[C:18](\[NH2:17])/[CH3:19])[C:2]1[CH:7]=[CH:6][CH:5]=[CH:4][CH:3]=1. Procedure: Analogously to Example 1 heating a solution of 75 mmols of 3'-nitrobenzylideneacetoacetic acid isopropyl ester and 75 mmols of β-aminocrotonic acid 2-phenoxyethyl ester in 120 ml of ethanol gave 2,6-dimethyl-3-isopropoxycarbonyl-4-(3'-nitrophenyl)-1,4-dihydropyridine-5-carboxylic acid 2-phenoxyethyl ester of melting point 110° C (from ethanol).